From a dataset of the Open Reaction Database (ORD), a public repository of structured organic reaction records. describe an organic reaction: reactants, conditions, products, and yield Reactants: OC1=CC=C(C2=CC=CC=C12)NC(OC(C)(C)C)=O (tert-butyl (4-hydroxy-1-naphthyl)carbamate), FC=1C=C(C(=O)O)C=C(C1)N1CCCCC1 (3-fluoro-5-piperidin-1-yl-benzoic acid), O1C=C(C=C1)CO (furan-3-yl-methanol). The product is FC=1C=C(C(=O)NC2=CC=C(C3=CC=CC=C23)OCC2=COC=C2)C=C(C1)N1CCCCC1 (3-Fluoro-N-[4-(3-furylmethoxy)-1-naphthyl]-5-piperidin-1-ylbenzamide). As a reaction SMILES: [OH:1][C:2]1[C:11]2[C:6](=[CH:7][CH:8]=[CH:9][CH:10]=2)[C:5]([NH:12][C:13](=[O:19])OC(C)(C)C)=[CH:4][CH:3]=1.[F:20][C:21]1[CH:22]=[C:23]([CH:27]=[C:28]([N:30]2[CH2:35][CH2:34][CH2:33][CH2:32][CH2:31]2)[CH:29]=1)C(O)=O.[O:36]1[CH:40]=[CH:39][C:38]([CH2:41]O)=[CH:37]1>>[F:20][C:21]1[CH:22]=[C:23]([CH:27]=[C:28]([N:30]2[CH2:31][CH2:32][CH2:33][CH2:34][CH2:35]2)[CH:29]=1)[C:13]([NH:12][C:5]1[C:6]2[C:11](=[CH:10][CH:9]=[CH:8][CH:7]=2)[C:2]([O:1][CH2:41][C:38]2[CH:39]=[CH:40][O:36][CH:37]=2)=[CH:3][CH:4]=1)=[O:19]. Procedure: Compound is prepared from tert-butyl (4-hydroxy-1-naphthyl)carbamate, 3-fluoro-5-piperidin-1-yl-benzoic acid and furan-3-yl-methanol according to conditions described in general procedure D. A pink solid is produced (12 mg). Mp: 152-153° C.; 1H NMR (300 MHz, CDCl3) δ 1.63-1.69 (m, 6H), 3.20-3.27 (m, 2H), 5.13 (s, 2H), 6.58 (s, 1H), 6.75 (d, J=12.6 Hz, 1H), 6.89 (d, J=8.4 Hz, 1H), 6.98 (d, J=9.0 Hz, 1H), 7.30 (s, 1H), 7.47-7.59 (m, 4H), 7.12 (d, J=8.1Hz, 1H), 7.83 (d, J=8.4 Hz, 1H), 7.95 (s, 1H),...